Dataset: the Open Reaction Database (ORD), a public repository of structured organic reaction records. Task: describe an organic reaction: reactants, conditions, products, and yield Starting materials: BrC1=CC=C2C=3C=CC(=CC3C(C2=C1)(CCCC)CCCC)N (7-bromo-9,9-dibutyl-9H-fluoren-2-ylamine), C(CCC)C1(C2=CC=CC=C2C=2C=CC(=CC12)I)CCCC (9,9-dibutyl-2-iodo-9H-fluorene), [OH-].[K+] (potassium hydroxide), N1=CC=CC2=CC=C3C=CC=NC3=C12 (1,10-phenanthroline), cuprous chloride. Run in C1(=CC=CC=C1)C (toluene). Run at temperature 120 celsius. The product is BrC1=CC=C2C=3C=CC(=CC3C(C2=C1)(CCCC)CCCC)N(C1=CC=2C(C3=CC=CC=C3C2C=C1)(CCCC)CCCC)C1=CC=2C(C3=CC=CC=C3C2C=C1)(CCCC)CCCC ((7-bromo-9,9-dibutyl-9H-fluoren-2-yl)-bis-(9,9-dibutyl-9H-fluoren-2-yl)amine). Reaction SMILES: [Br:1][C:2]1[CH:14]=[C:13]2[C:5]([C:6]3[CH:7]=[CH:8][C:9]([NH2:23])=[CH:10][C:11]=3[C:12]2([CH2:19][CH2:20][CH2:21][CH3:22])[CH2:15][CH2:16][CH2:17][CH3:18])=[CH:4][CH:3]=1.[CH2:24]([C:28]1([CH2:42][CH2:43][CH2:44][CH3:45])[C:40]2[CH:39]=[C:38](I)[CH:37]=[CH:36][C:35]=2[C:34]2[C:29]1=[CH:30][CH:31]=[CH:32][CH:33]=2)[CH2:25][CH2:26][CH3:27].[OH-].[K+].N1[C:61]2[C:52](=[CH:53][CH:54]=[C:55]3[C:60]=2N=[CH:58][CH:57]=[CH:56]3)C=CC=1>C1(C)C=CC=CC=1>[Br:1][C:2]1[CH:14]=[C:13]2[C:5]([C:6]3[CH:7]=[CH:8][C:9]([N:23]([C:52]4[CH:53]=[CH:54][C:55]5[C:56]6[C:57](=[CH:58][CH:3]=[CH:2][CH:14]=6)[C:5]([CH2:13][CH2:12][CH2:15][CH3:16])([CH2:6][CH2:11][CH2:10][CH3:9])[C:60]=5[CH:61]=4)[C:31]4[CH:32]=[CH:33][C:34]5[C:35]6[C:40](=[CH:39][CH:38]=[CH:37][CH:36]=6)[C:28]([CH2:42][CH2:43][CH2:44][CH3:45])([CH2:24][CH2:25][CH2:26][CH3:27])[C:29]=5[CH:30]=4)=[CH:10][C:11]=3[C:12]2([CH2:19][CH2:20][CH2:21][CH3:22])[CH2:15][CH2:16][CH2:17][CH3:18])=[CH:4][CH:3]=1 |f:2.3|. Procedure details: Under N2 atmosphere, 0.37 parts of 7-bromo-9,9-dibutyl-9H-fluoren-2-ylamine (31), 0.89 parts of 9,9-dibutyl-2-iodo-9H-fluorene (32), 0.17 parts of potassium hydroxide, 0.11 parts of 1,10-phenanthroline, and 0.03 parts of cuprous chloride were added into 10 parts of toluene, followed by stirring and mixing. Then, the reaction mixture was heated to 120° C. and reacted under reflux for 24 hours. After the reaction was quenched by water, diethyl ether was used for extracting the product, and magnesi... Yield: 95.5%. The reactants are O=C1C(CCC1)C(=O)OCC (ethyl 2-oxocyclopentanecarboxylate), F[N+]1=C(C=CC(=C1)C(F)(F)F)S(=O)(=O)[O-] (N-fluoro-5-(trifluoromethyl)pyridinium-2-sulfonate). Reaction SMILES: O=C1CCCC1C(OCC)=O.F[N+:13]1[CH:18]=[C:17]([C:19]([F:22])([F:21])[F:20])[CH:16]=[CH:15][C:14]=1[S:23]([O-:26])(=[O:25])=[O:24]>ClCCCl>[F:22][C:19]([F:20])([F:21])[C:17]1[CH:16]=[CH:15][C:14]([S:23]([OH:26])(=[O:25])=[O:24])=[N:13][CH:18]=1. Reported procedure: A mixture of ethyl 2-oxocyclopentanecarboxylate (148 μl, 1 mmol), N-fluoro-5-(trifluoromethyl)pyridinium-2-sulfonate (245 mg, 1 mmol) and 1,2-dichloroethane (2 ml) was heated under reflux in an argon atmosphere for 6 hours. Thereafter, the precipitate was recovered by filtration and washed with methylene chloride to obtain 5-trifluoromethylpyridine-2-sulfonic acid (217 mg). Yield, 96%. Analysis of the filtrate by 19F-NMR revealed that ethyl 1-fluoro-2-oxocyclopentanecarboxylate was produced at a... The solvent is ClCCCl (1,2-dichloroethane). Product: FC(C=1C=CC(=NC1)S(=O)(=O)O)(F)F (5-trifluoromethylpyridine-2-sulfonic acid). Starting materials: CC(C)NC(C)C, [Li], Clc1nc(N2CCCC2)c2nc(Cl)c(Cl)nc2n1, C1CCOC1, O, OC1CCCOC1. Product: Clc1nc(N2CCCC2)c2nc(Cl)c(OC3CCCOC3)nc2n1. As a reaction SMILES: [CH:8]([NH:9][CH:10]([CH3:11])[CH3:12])([CH3:13])[CH3:14].[Li:15].[N:16]1([c:21]2[n:22][c:23]([Cl:33])[n:24][c:25]3[n:26][c:27]([Cl:32])[c:28]([Cl:31])[n:29][c:30]23)[CH2:17][CH2:18][CH2:19][CH2:20]1.[O:35]1[CH2:36][CH2:37][CH2:38][CH2:39]1.[OH2:34].[OH:1][CH:2]1[CH2:3][O:4][CH2:5][CH2:6][CH2:7]1>>[O:1]([CH:2]1[CH2:3][O:4][CH2:5][CH2:6][CH2:7]1)[c:27]1[n:26][c:25]2[n:24][c:23]([Cl:33])[n:22][c:21]([N:16]3[CH2:17][CH2:18][CH2:19][CH2:20]3)[c:30]2[n:29][c:28]1[Cl:31]. The reactants are IC1=CC(=NC=C1)C1(CC1)NC(=O)C1(CC1)NC(=O)C1=CN=C2N1[C@](C(N2C2=CC(=CC(=C2)Cl)Cl)=O)(C)CC2=CC=C(C=C2)C#N ((R)-5-(4-Cyano-benzyl)-7-(3,5-dichloro-phenyl)-5-methyl-6-oxo-6,7-dihydro-5H-imidazo[1,2-a]imidazole-3-carboxylic acid {1-[1-(4-iodo-pyridin-2-yl)-cyclopropylcarbamoyl]-cyclopropyl}-amide), CS(=O)(=O)N (methanesulfonamide), N(C)CC(=O)O (sarcosine), P(=O)([O-])([O-])[O-].[K+].[K+].[K+] (potassium phosphate). Reagents/catalysts: [Cu]I (copper (I) iodide). Product: CS(=O)(=O)NC1=CC(=NC=C1)C1(CC1)NC(=O)C1(CC1)NC(=O)C1=CN=C2N1[C@](C(N2C2=CC(=CC(=C2)Cl)Cl)=O)(C)CC2=CC=C(C=C2)C#N ((R)-5-(4-Cyano-benzyl)-7-(3,5-dichloro-phenyl)-5-methyl-6-oxo-6,7-dihydro-5H-imidazo[1,2-a]imidazole-3-carboxylic acid {1-[1-(4-methanesulfonylamino-pyridin-2-yl)-cyclopropylcarbamoyl]-cyclopropyl}-amide). Reaction SMILES: I[C:2]1[CH:7]=[CH:6][N:5]=[C:4]([C:8]2([NH:11][C:12]([C:14]3([NH:17][C:18]([C:20]4[N:24]5[C@@:25]([CH2:38][C:39]6[CH:44]=[CH:43][C:42]([C:45]#[N:46])=[CH:41][CH:40]=6)([CH3:37])[C:26](=[O:36])[N:27]([C:28]6[CH:33]=[C:32]([Cl:34])[CH:31]=[C:30]([Cl:35])[CH:29]=6)[C:23]5=[N:22][CH:21]=4)=[O:19])[CH2:16][CH2:15]3)=[O:13])[CH2:10][CH2:9]2)[CH:3]=1.[CH3:47][S:48]([NH2:51])(=[O:50])=[O:49].N(CC(O)=O)C.P([O-])([O-])([O-])=O.[K+].[K+].[K+]>[Cu]I>[CH3:47][S:48]([NH:51][C:2]1[CH:7]=[CH:6][N:5]=[C:4]([C:8]2([NH:11][C:12]([C:14]3([NH:17][C:18]([C:20]4[N:24]5[C@@:25]([CH2:38][C:39]6[CH:44]=[CH:43][C:42]([C:45]#[N:46])=[CH:41][CH:40]=6)([CH3:37])[C:26](=[O:36])[N:27]([C:28]6[CH:33]=[C:32]([Cl:34])[CH:31]=[C:30]([Cl:35])[CH:29]=6)[C:23]5=[N:22][CH:21]=4)=[O:19])[CH2:16][CH2:15]3)=[O:13])[CH2:10][CH2:9]2)[CH:3]=1)(=[O:50])=[O:49] |f:3.4.5.6|. Reported procedure: (R)-5-(4-Cyano-benzyl)-7-(3,5-dichloro-phenyl)-5-methyl-6-oxo-6,7-dihydro-5H-imidazo[1,2-a]imidazole-3-carboxylic acid {1-[1-(4-iodo-pyridin-2-yl)-cyclopropylcarbamoyl]-cyclopropyl}-amide (50 mg, 0.065 mmol), methanesulfonamide (7.4 mg, 0.078 mmol), sarcosine (1.2 mg, 0.13 mmol), copper (I) iodide 0.76 mg, 0.004 mmol) and potassium phosphate (33.9 mg, 0.126 mmol) were combined in a Biotage microwave tube and flushed with Ar. The reaction was diluted with DMF and sealed. Reactants: COC1=CC=C(C=C1)B(O)O (4-methoxyphenylboronic acid), N1N=CC=C1 (pyrazole). The product is COC1=CC=C(C=C1)N1N=CC=C1 (1-(4-Methoxy-phenyl)-1H-pyrazole). Yield: 40.0%. RXN SMILES: [CH3:1][O:2][C:3]1[CH:8]=[CH:7][C:6](B(O)O)=[CH:5][CH:4]=1.[NH:12]1[CH:16]=[CH:15][CH:14]=[N:13]1>>[CH3:1][O:2][C:3]1[CH:8]=[CH:7][C:6]([N:12]2[CH:16]=[CH:15][CH:14]=[N:13]2)=[CH:5][CH:4]=1. Procedure details: The title compound was prepared from 4-methoxyphenylboronic acid (0.45 g, 2.94 mmol), pyrazole (0.4 g, 1.47 mmol) using the general procedure A with a yield of 40% (0.4 g); MS (APCI) m/z: 203 (M+1, 100).